Dataset: the Open Reaction Database (ORD), a public repository of structured organic reaction records. Task: describe an organic reaction: reactants, conditions, products, and yield Starting materials: [Cl-].[Na+] (sodium chloride), CN1C=C(C=C1)C(=O)NCCC(=O)O (3-(1-methyl-3-pyrrolecarboxamido)propionic Acid), polyphosphoric acid, C([O-])([O-])=O.[K+].[K+] (potassium carbonate). Solvent: O (Water). Run at temperature 100 celsius, time 1 hour. The product is CN1C=CC=2C(NCCC(C21)=O)=O (1-methyl-1,4,5,6,7,8-hexahydropyrrolo[3,2-c]azepine-4,8-dione). Isolated yield 60.2%. As a reaction SMILES: [CH3:1][N:2]1[CH:6]=[CH:5][C:4]([C:7]([NH:9][CH2:10][CH2:11][C:12]([OH:14])=O)=[O:8])=[CH:3]1.C(=O)([O-])[O-].[K+].[K+].[Cl-].[Na+]>O>[CH3:1][N:2]1[C:3]2[C:12](=[O:14])[CH2:11][CH2:10][NH:9][C:7](=[O:8])[C:4]=2[CH:5]=[CH:6]1 |f:1.2.3,4.5|. Reported procedure: A mixture of Compound 4 (348 mg, 1.5 mmole) and polyphosphoric acid (80%, 17.5 g) was stirred at 100° C. for 1 hour. Water (150 ml) was added to the reaction mixture, followed by the addition of potassium carbonate to adjust the pH to 5. The resulting mixture was saturated with sodium chloride and then extracted with THF (3 times). The organic layers were combined, washed with saturated brine, dried over anhydrous sodium sulfate, and then concentrated under reduced pressure. The residue was frac... Reactants: C(C)(=O)OCC=1CS[C@H]2N(C1C(=O)O)C(C2NC(C(=NOC)C=2N=C(SC2)N)=O)=O (3-acetoxymethyl 7-[2-(2-amino-4-thiazolyl)-2-methoxyimino-acetamido]-ceph-3-eme-4-carboxylic acid), sodium 3-acetoxymethyl-7-[2-(2-amino-4-thiazolyl)-2-methoxylmino-acetamido]-ceph-3-eme-4-carboxylate, C(C)(=O)OCC=1CS[C@H]2N(C1C(=O)O)C(C2NC(C(=NOC(C)C)C=2N=C(SC2)N)=O)=O (3-acetoxymethyl-7-[2-(2-amino-4-thiazolyl)-2-(1-methylethoxyimino)-acetamido]-ceph-3-eme-4-carboxylic acid). The product is C(C)(=O)OCC=1CS[C@H]2N(C1C(=O)O)C(C2)=O (3-acetoxymethyl-ceph-3-eme-4-carboxylic acid). Reaction SMILES: [C:1]([O:4][CH2:5][C:6]1[CH2:7][S:8][C@@H:9]2[CH:16](NC(=O)C(C3N=C(N)SC=3)=NOC)[C:15](=[O:30])[N:10]2[C:11]=1[C:12]([OH:14])=[O:13])(=[O:3])[CH3:2].C(OCC1CS[C@@H]2C(NC(=O)C(C3N=C(N)SC=3)=NOC(C)C)C(=O)N2C=1C(O)=O)(=O)C>>[C:1]([O:4][CH2:5][C:6]1[CH2:7][S:8][C@@H:9]2[CH2:16][C:15](=[O:30])[N:10]2[C:11]=1[C:12]([OH:14])=[O:13])(=[O:3])[CH3:2]. Procedure details: Gelues were prepared with 250 mg of 3-acetoxymethyl 7-[2-(2-amino-4-thiazolyl)-2-methoxyimino-acetamido]-ceph-3-eme-4-carboxylic acid or sodium 3-acetoxymethyl-7-[2-(2-amino-4-thiazolyl)-2-methoxylmino-acetamido]-ceph-3-eme-4-carboxylate or 3-acetoxymethyl-7-[2-(2-amino-4-thiazolyl)-2-(1-methylethoxyimino)-acetamido]-ceph-3-eme-4-carboxylic acid or the syn isomer of 7-2(2-amino-4-thiazolyl)-2-hydroxy-imino-acetamido]-3-acetoxymethyl-ceph-3-eme-4-carboxylic acid and sufficient excipient to obtain... Starting materials: NCC(=O)O (glycine), CO (methanol), C=O (paraformaldehyde). Run in C(C)N(CC)CC (triethylamine). Yields the product OCN(CC(=O)O)CO (N,N-bis-hydroxymethyl-glycine). Reaction SMILES: [NH2:1][CH2:2][C:3]([OH:5])=[O:4].[CH3:6][OH:7].[CH2:8]=[O:9]>C(N(CC)CC)C>[OH:7][CH2:6][N:1]([CH2:8][OH:9])[CH2:2][C:3]([OH:5])=[O:4]. Procedure details: 37.5 g. of glycine are added to a hot solution of 500 ml. anhydrous methanol, 47.0 g. of triethylamine and 30.0 g. of paraformaldehyde. N,N-bis-hydroxymethyl-glycine obtained in the reaction mixture is reacted without isolation with 55.0 g. of diethyl-phosphite and the reaction mixture is boiled under stirring for 1 hour. To the obtained solution containing dialkyl-[N-(N-hydroxy-methylene-glycine)-methylene]-phosphite 210 ml. of conc. hydrochloric acid are added and the formed N-phosphonomethyl-... Reactants: C1CCOC1, CC1(C)CC(C)(C)c2cc(C(=O)O)ccc2O1. The product is CC1(C)CC(C)(C)c2cc(CO)ccc2O1. As a reaction SMILES: [CH2:18]1[O:19][CH2:20][CH2:21][CH2:22]1.[CH3:1][C:2]1([CH3:17])[O:3][c:4]2[cH:5][cH:6][c:7]([C:14](=[O:15])[OH:16])[cH:8][c:9]2[C:10]([CH3:12])([CH3:13])[CH2:11]1>>[CH3:1][C:2]1([CH3:17])[O:3][c:4]2[cH:5][cH:6][c:7]([CH2:14][OH:15])[cH:8][c:9]2[C:10]([CH3:12])([CH3:13])[CH2:11]1. The reactants are FC=1C(=NC2=CC(=CC=C2C1)OC[C@@H](C)OC)C ((R)-3-fluoro-7-(2-methoxypropoxy)-2-methylquinoline), SeO2, O1CCOCC1 (dioxane). Run in O (water). Product: FC=1C(=NC2=CC(=CC=C2C1)OC[C@@H](C)OC)C=O ((R)-3-fluoro-7-(2-methoxypropoxy)quinoline-2-carbaldehyde). Yield: 76.0%. RXN SMILES: [F:1][C:2]1[C:3]([CH3:18])=[N:4][C:5]2[C:10]([CH:11]=1)=[CH:9][CH:8]=[C:7]([O:12][CH2:13][C@H:14]([O:16][CH3:17])[CH3:15])[CH:6]=2.[O:19]1CCOCC1>O>[F:1][C:2]1[C:3]([CH:18]=[O:19])=[N:4][C:5]2[C:10]([CH:11]=1)=[CH:9][CH:8]=[C:7]([O:12][CH2:13][C@H:14]([O:16][CH3:17])[CH3:15])[CH:6]=2. Procedure: A solution of (R)-3-fluoro-7-(2-methoxypropoxy)-2-methylquinoline (0.030 g, 0.120 mmol) and SeO2 (0.0160 g, 0.144 mmol) in dioxane (10 mL) and water (0.1 mL) was stirred at 102° C. (bath) for 5 hours. The solid was removed by filtration. The mother liquor was concentrated under reduced pressure. The residue obtained was purified by flash chromatography 2.5:1 hexane/ethyl acetate to give (R)-3-fluoro-7-(2-methoxypropoxy)quinoline-2-carbaldehyde (0.024 g, 0.091 mmol, 76% yield) as a solid.